The task is: describe an organic reaction: reactants, conditions, products, and yield. This data is from the Open Reaction Database (ORD), a public repository of structured organic reaction records. Starting materials: ClCC(=O)NC1=C(C=CC(=C1)OC)C (2-Chloro-N-(5-methoxy-2-methylphenyl)-acetamide), ClC=1C=C(N)C=CC1F (3-chloro4-fluoroaniline), C(C)(C)N(CC)C(C)C (diisopropylethylamine). Reagents/catalysts: [I-].[K+] (potassium iodide). The solvent is O1CCCC1 (tetrahydrofuran). The product is ClC=1C=C(C=CC1F)NCC(=O)NC1=C(C=CC(=C1)OC)C (2-(3-Chloro-4-fluorophenylamino)-N-(5-methoxy-2-methylphenyl)-acetamide). Yield: 86.7%. RXN SMILES: Cl[CH2:2][C:3]([NH:5][C:6]1[CH:11]=[C:10]([O:12][CH3:13])[CH:9]=[CH:8][C:7]=1[CH3:14])=[O:4].[Cl:15][C:16]1[CH:17]=[C:18]([CH:20]=[CH:21][C:22]=1[F:23])[NH2:19].C(N(C(C)C)CC)(C)C>[I-].[K+].O1CCCC1>[Cl:15][C:16]1[CH:17]=[C:18]([NH:19][CH2:2][C:3]([NH:5][C:6]2[CH:11]=[C:10]([O:12][CH3:13])[CH:9]=[CH:8][C:7]=2[CH3:14])=[O:4])[CH:20]=[CH:21][C:22]=1[F:23] |f:3.4|. Reported procedure: 2-Chloro-N-(5-methoxy-2-methylphenyl)-acetamide (3 g), 3-chloro4-fluoroaniline (7.56 g), diisopropylethylamine (13.8 ml), potassium iodide (0.005 g) and anhydrous tetrahydrofuran (20 ml) were heated together at 105° C. in a sealed tube for 19 hours. The mixture was then cooled and concentrated. Purification of the residue by silica gel chromatography (eluting with 1:1 iso-hexane/ethyl acetate) gave the sub-title compound (3.93 g).